This data is from the Open Reaction Database (ORD), a public repository of structured organic reaction records. The task is: describe an organic reaction: reactants, conditions, products, and yield Reactants: BrC1=C2C=CC=NC2=C(C(=N1)C(=O)NCC1=CC(=CC(=C1)Cl)Cl)O (5-bromo-N-(3,5-dichlorobenzyl)-8-hydroxy-1,6-naphthyridine-7-carboxamide), N1CCNCC1 (piperazine), C(=O)(C(F)(F)F)O (TFA). Run in CN1C(CCC1)=O (1-methylpyrrolidinone), CN(C)C=O (DMF). Product: ClC=1C=C(CNC(=O)C2=NC(=C3C=CC=NC3=C2O)N2CCNCC2)C=C(C1)Cl (1-(7-{[(3,5-dichlorobenzyl)amino]carbonyl}-8-hydroxy-1,6-naphthyridin-5-yl)piperazine), FC(C(=O)[O-])(F)F.N1CC[NH2+]CC1 (piperazin-4-ium trifluoroacetate salt). Reaction SMILES: Br[C:2]1[N:11]=[C:10]([C:12]([NH:14][CH2:15][C:16]2[CH:21]=[C:20]([Cl:22])[CH:19]=[C:18]([Cl:23])[CH:17]=2)=[O:13])[C:9]([OH:24])=[C:8]2[C:3]=1[CH:4]=[CH:5][CH:6]=[N:7]2.[NH:25]1[CH2:30][CH2:29][NH:28][CH2:27][CH2:26]1.[C:31]([OH:37])([C:33]([F:36])([F:35])[F:34])=[O:32]>CN1CCCC1=O.CN(C=O)C>[Cl:23][C:18]1[CH:17]=[C:16]([CH:21]=[C:20]([Cl:22])[CH:19]=1)[CH2:15][NH:14][C:12]([C:10]1[C:9]([OH:24])=[C:8]2[C:3]([CH:4]=[CH:5][CH:6]=[N:7]2)=[C:2]([N:25]2[CH2:30][CH2:29][NH:28][CH2:27][CH2:26]2)[N:11]=1)=[O:13].[F:34][C:33]([F:36])([F:35])[C:31]([O-:37])=[O:32].[NH:11]1[CH2:10][CH2:12][NH2+:14][CH2:15][CH2:16]1 |f:6.7|. Procedure: To a solution of 5-bromo-N-(3,5-dichlorobenzyl)-8-hydroxy-1,6-naphthyridine-7-carboxamide from Example 50 (25 mg, 0.060 mmol), piperazine (30.25 mg, 0.35 mmol) in 1-methylpyrrolidinone (0.25 ml) was heated at 135 C for 18 hrs. The resulting mixture was further diluted with DMF (0.25 ml) and TFA (50 ul) and purified by preparative HPLC (Gilson Semi Preparative HPLC System and a YMC Combiprep Pro Column (50×20 mm i.d., C18, S-5 um, 120A) eluting with 5-95% acetonitrile/water (0.1%) at 15 ml/min) t... Reactants: Cl, O, CCCCCCCCCCCCCC(O)C#N. Yields the product CCCCCCCCCCCCCC(O)C(N)=O. RXN SMILES: [ClH:19].[OH2:18].[OH:1][CH:2]([C:3]#[N:4])[CH2:5][CH2:6][CH2:7][CH2:8][CH2:9][CH2:10][CH2:11][CH2:12][CH2:13][CH2:14][CH2:15][CH2:16][CH3:17]>>[OH:1][CH:2]([C:3]([NH2:4])=[O:18])[CH2:5][CH2:6][CH2:7][CH2:8][CH2:9][CH2:10][CH2:11][CH2:12][CH2:13][CH2:14][CH2:15][CH2:16][CH3:17]. Reactants: [Si](C)(C)(C(C)(C)C)OCCC1=CC(=CS1)C=O (5-(2-(tert-butyldimethylsilyloxy)ethyl)thiophene-3-carbaldehyde), C(C)(C)C=1SC=C(N1)C(=O)N1CCOC2(C1)CCNCC2 ((2-isopropylthiazol-4-yl)(1-oxa-4,9-diazaspiro[5.5]undecan-4-yl)methanone), C([O-])(O)=O.[Na+] (sodium bicarbonate), C(C)(=O)O[BH-](OC(C)=O)OC(C)=O.[Na+] (Sodium triacetoxyborohydride). Yields the product [Si](C)(C)(C(C)(C)C)OCCC1=CC(=CS1)CN1CCC2(CN(CCO2)C(=O)C=2N=C(SC2)C(C)C)CC1 ((9-((5-(2-(tert-butyldimethylsilyloxy)ethyl)thiophen-3-yl)methyl)-1-oxa-4,9-diazaspiro[5.5]undecan-4-yl)(2-isopropylthiazol-4-yl)methanone). Run at time 30 minute. Solvent: CN1C(CCC1)=O (N-methyl-2-pyrrolidinone), C(C)(=O)O (acetic acid), O (water). Procedure: 5-(2-(tert-butyldimethylsilyloxy)ethyl)thiophene-3-carbaldehyde (0.6 g) (example 278, step c) was added to (2-isopropylthiazol-4-yl)(1-oxa-4,9-diazaspiro[5.5]undecan-4-yl)methanone (0.94 g) (example 22, step b) in a mixture of N-methyl-2-pyrrolidinone (5 mL) and acetic acid (0.13 mL) and stirred for 30 min. Sodium triacetoxyborohydride (0.71 g) was then added and the mixture stirred overnight. The reaction was poured into water (100 mL), the pH was adjusted to 8 using saturated sodium bicarbonat... As a reaction SMILES: [Si:1]([O:8][CH2:9][CH2:10][C:11]1[S:15][CH:14]=[C:13]([CH:16]=O)[CH:12]=1)([C:4]([CH3:7])([CH3:6])[CH3:5])([CH3:3])[CH3:2].[CH:18]([C:21]1[S:22][CH:23]=[C:24]([C:26]([N:28]2[CH2:33][C:32]3([CH2:38][CH2:37][NH:36][CH2:35][CH2:34]3)[O:31][CH2:30][CH2:29]2)=[O:27])[N:25]=1)([CH3:20])[CH3:19].C(O[BH-](OC(=O)C)OC(=O)C)(=O)C.[Na+].C(=O)(O)[O-].[Na+]>CN1CCCC1=O.C(O)(=O)C.O>[Si:1]([O:8][CH2:9][CH2:10][C:11]1[S:15][CH:14]=[C:13]([CH2:16][N:36]2[CH2:37][CH2:38][C:32]3([O:31][CH2:30][CH2:29][N:28]([C:26]([C:24]4[N:25]=[C:21]([CH:18]([CH3:19])[CH3:20])[S:22][CH:23]=4)=[O:27])[CH2:33]3)[CH2:34][CH2:35]2)[CH:12]=1)([C:4]([CH3:5])([CH3:6])[CH3:7])([CH3:2])[CH3:3] |f:2.3,4.5|. Reactants: ClC=1C=C(C(=C(C(=O)OC)C1)C)NCC(C)C (methyl 5-chloro-3-(isobutyl amino)-2-methylbenzoate), C([O-])([O-])=O.[Cs+].[Cs+] (cesium carbonate), C(C)I (ethyl iodide). Solvent: CN(C)C=O (DMF). Conditions: temperature 80 celsius. The product is ClC=1C=C(C(=C(C(=O)OC)C1)C)N(CC(C)C)CC (methyl 5-chloro-3-(ethyl(isobutyl)amino)-2-methylbenzoate). RXN SMILES: [Cl:1][C:2]1[CH:3]=[C:4]([NH:13][CH2:14][CH:15]([CH3:17])[CH3:16])[C:5]([CH3:12])=[C:6]([CH:11]=1)[C:7]([O:9][CH3:10])=[O:8].C(=O)([O-])[O-].[Cs+].[Cs+].[CH2:24](I)[CH3:25]>CN(C=O)C>[Cl:1][C:2]1[CH:3]=[C:4]([N:13]([CH2:24][CH3:25])[CH2:14][CH:15]([CH3:17])[CH3:16])[C:5]([CH3:12])=[C:6]([CH:11]=1)[C:7]([O:9][CH3:10])=[O:8] |f:1.2.3|. Reported procedure: To a stirred solution of methyl 5-chloro-3-(isobutyl amino)-2-methylbenzoate (1.0 g, 3.9 mmol) in dry DMF (10 mL), cesium carbonate (2.55 g, 7.82 mmol) and ethyl iodide (6.09 g, 39.1 mmol) were added. The resulting reaction mass was heated at 80° C. for 12 h. On completion, the reaction mass was cooled to room temperature and filtered. The residue was washed with ethyl acetate and the filtrate was concentrated to give crude material which then used for next step as is (10 g, 91%). Starting materials: O=C1CCC(=O)N1Br, ClC(Cl)(Cl)Cl, COCCOC, Cc1cccc(OC(F)(F)C(F)F)c1, FC(F)C(F)(F)Oc1cccc(CBr)c1, [H-], CC(C)(C#N)N=NC(C)(C)C#N, [Na+], CCOC(=O)CC(=O)c1ccc(Oc2ccccc2)cc1, O. Yields the product CCOC(=O)C(Cc1cccc(OC(F)(F)C(F)F)c1)C(=O)c1ccc(Oc2ccccc2)cc1. RXN SMILES: [Br:15][N:16]1[C:17](=[O:18])[CH2:19][CH2:20][C:21]1=[O:22].[C:73]([Cl:74])([Cl:75])([Cl:76])[Cl:77].[CH3:78][O:79][CH2:80][CH2:81][O:82][CH3:83].[F:1][C:2]([CH:3]([F:4])[F:5])([O:6][c:7]1[cH:8][c:9]([CH3:13])[cH:10][cH:11][cH:12]1)[F:14].[F:58][C:59]([F:60])([O:61][c:62]1[cH:63][c:64]([CH2:65][Br:66])[cH:67][cH:68][cH:69]1)[CH:70]([F:71])[F:72].[H-:56].[N:23]([C:24]([CH3:25])([CH3:26])[C:27]#[N:28])=[N:29][C:30]([CH3:31])([CH3:32])[C:33]#[N:34].[Na+:57].[O:35]([c:36]1[cH:37][cH:38][cH:39][cH:40][cH:41]1)[c:42]1[cH:43][cH:44][c:45]([C:48]([CH2:49][C:50](=[O:51])[O:52][CH2:53][CH3:54])=[O:55])[cH:46][cH:47]1.[OH2:84]>>[F:1][C:2]([CH:3]([F:4])[F:5])([O:6][c:7]1[cH:8][c:9]([CH2:13][CH:49]([C:48]([c:45]2[cH:44][cH:43][c:42]([O:35][c:36]3[cH:37][cH:38][cH:39][cH:40][cH:41]3)[cH:47][cH:46]2)=[O:55])[C:50](=[O:51])[O:52][CH2:53][CH3:54])[cH:10][cH:11][cH:12]1)[F:14]. The reactants are E1, C(C)(C)(C)OC(=O)N1CCN2C(N=C(C=C21)Cl)=O (tert-butyl-7-chloro-5-oxo-2,3-dihydroimidazo[1,2-c]pyrimidine-1(5H)-carboxylate), [H-].[Na+] (NaH), OCC1=CC(=C(OC=2C=C(C#N)C=CC2)C=C1)C(F)(F)F (3-(4-(hydroxymethyl)-2-(trifluoromethyl)phenoxy)benzonitrile). The product is C(#N)C=1C=C(OC2=C(C=C(COC=3C=C4N(C(N3)=O)CCN4C(=O)OC(C)(C)C)C=C2)C(F)(F)F)C=CC1 (tert-butyl 7-((4-(3-cyanophenoxy)-3-(trifluoromethyl)benzyl)oxy)-5-oxo-2,3-dihydroimidazo[1,2-c]pyrimidine-1(5H)-carboxylate). As a reaction SMILES: [H-].[Na+].[OH:3][CH2:4][C:5]1[CH:19]=[CH:18][C:8]([O:9][C:10]2[CH:11]=[C:12]([CH:15]=[CH:16][CH:17]=2)[C:13]#[N:14])=[C:7]([C:20]([F:23])([F:22])[F:21])[CH:6]=1.[C:24]([O:28][C:29]([N:31]1[C:39]2[N:34]([C:35](=[O:41])[N:36]=[C:37](Cl)[CH:38]=2)[CH2:33][CH2:32]1)=[O:30])([CH3:27])([CH3:26])[CH3:25]>>[C:13]([C:12]1[CH:11]=[C:10]([CH:17]=[CH:16][CH:15]=1)[O:9][C:8]1[CH:18]=[CH:19][C:5]([CH2:4][O:3][C:37]2[CH:38]=[C:39]3[N:31]([C:29]([O:28][C:24]([CH3:27])([CH3:26])[CH3:25])=[O:30])[CH2:32][CH2:33][N:34]3[C:35](=[O:41])[N:36]=2)=[CH:6][C:7]=1[C:20]([F:21])([F:22])[F:23])#[N:14] |f:0.1|. Reported procedure: The title compound was prepared by a procedure similar to that described for E1 starting from NaH, 3-(4-(hydroxymethyl)-2-(trifluoromethyl)phenoxy)benzonitrile and tert-butyl-7-chloro-5-oxo-2,3-dihydroimidazo[1,2-c]pyrimidine-1(5H)-carboxylate. Reaction SMILES: [F:1][C:2]1[CH:3]=[C:4]([C@@H:9]2[CH2:11][C@H:10]2[N:12](C)[C:13](=O)C)[CH:5]=[CH:6][C:7]=1[F:8].[ClH:17]>>[ClH:17].[F:1][C:2]1[CH:3]=[C:4]([C@@H:9]2[CH2:11][C@H:10]2[NH:12][CH3:13])[CH:5]=[CH:6][C:7]=1[F:8] |f:2.3|. Product: Cl.FC=1C=C(C=CC1F)[C@H]1[C@@H](C1)NC ((1R-trans)-2-(3,4-Difluorophenyl)-N-methylcyclopropanamine, Hydrochloride). Reported procedure: A solution of the product from step b) (443 mg) in 4M HCl (10 ml) was refluxed for 8 h. The solvent was removed in vacuo to give the sub-title compound (357 mg). The reactants are FC=1C=C(C=CC1F)[C@H]1[C@@H](C1)N(C(C)=O)C ((1R-trans)-N-[2-(3,4-Difluorophenyl)cyclopropyl]-N-methylacetamide), Cl (HCl).